From a dataset of the Open Reaction Database (ORD), a public repository of structured organic reaction records. describe an organic reaction: reactants, conditions, products, and yield Reactants: C(=C)C1=NC=CC=C1 (2-vinylpyridine), C=CC1=CC=CC=C1 (styrene). Product: C(=C)C1=NC=CC=C1.C=CC1=CC=CC=C1 (2-Vinylpyridine Styrene). As a reaction SMILES: [CH:1]([C:3]1[CH:8]=[CH:7][CH:6]=[CH:5][N:4]=1)=[CH2:2].[CH2:9]=[CH:10][C:11]1[CH:16]=[CH:15][CH:14]=[CH:13][CH:12]=1>>[CH:1]([C:3]1[CH:8]=[CH:7][CH:6]=[CH:5][N:4]=1)=[CH2:2].[CH2:9]=[CH:10][C:11]1[CH:16]=[CH:15][CH:14]=[CH:13][CH:12]=1 |f:2.3|. Procedure details: A mixture of 2-vinylpyridine (650 g) and styrene (350 g) is washed twice with 5% NaOH in water (each 320 mL) and twice with water (each 640 mL) to remove the inhibitors. The monomers which contain some residual water have a volume of 1039 mL and are used in b below. The reactants are N1N=NN=C1C=1C=C(C=CC1N)C1=CC=C(C=C1)C(F)(F)F (3-(1H-Tetrazol-5-yl)-4′-trifluoromethyl-biphenyl-4-ylamine), ClC1=C(C=C(C=C1)N=C=O)C(F)(F)F (4-choro-3-trifluoromethyl-phenyl isocyanate). The solvent is C1(=CC=CC=C1)C (toluene). Product: ClC1=C(C=C(C=C1)NC(=O)NC1=C(C=C(C=C1)C1=CC=C(C=C1)C(F)(F)F)C1=NN=NN1)C(F)(F)F (N-(4-Chloro-3-trifluoromethyl-phenyl)-N′-[3-(1H-tetrazol-5-yl)-4′-trifluoromethyl-biphenyl-4-yl]-urea). RXN SMILES: [NH:1]1[C:5]([C:6]2[CH:7]=[C:8]([C:13]3[CH:18]=[CH:17][C:16]([C:19]([F:22])([F:21])[F:20])=[CH:15][CH:14]=3)[CH:9]=[CH:10][C:11]=2[NH2:12])=[N:4][N:3]=[N:2]1.[Cl:23][C:24]1[CH:29]=[CH:28][C:27]([N:30]=[C:31]=[O:32])=[CH:26][C:25]=1[C:33]([F:36])([F:35])[F:34]>C1(C)C=CC=CC=1>[Cl:23][C:24]1[CH:29]=[CH:28][C:27]([NH:30][C:31]([NH:12][C:11]2[CH:10]=[CH:9][C:8]([C:13]3[CH:14]=[CH:15][C:16]([C:19]([F:20])([F:21])[F:22])=[CH:17][CH:18]=3)=[CH:7][C:6]=2[C:5]2[NH:1][N:2]=[N:3][N:4]=2)=[O:32])=[CH:26][C:25]=1[C:33]([F:34])([F:35])[F:36]. Procedure: 3-(1H-Tetrazol-5-yl)-4′-trifluoromethyl-biphenyl-4-ylamine (0.5 g) and 4-choro-3-trifluoromethyl-phenyl isocyanate (0.4 g) in toluene (15 mL) was stirred at room temperature for two days. The reaction mixture was evaporated to an oil, the oil was dissolved in acetone and filtrated through Celite, the filtrate was added water, the product precipitated and was isolated by filtration. Yield 0.6 g Mp. 226-228° C. Starting materials: COC1=C(C=CC=C1)C1=NC2=CC=CC=C2C(N1)=O (2-(2′-Methoxyphenyl)-4-quinazolinone), COC1=C(C=O)C=CC=C1OC (2,3-dimethoxybenzaldehyde). The product is COC1=C(C=CC=C1OC)C1=NC2=CC=CC=C2C(N1)=O (2-(2′,3′-Dimethoxyphenyl)-4-quinazolinone). The yield is 86.0%. RXN SMILES: [CH3:1][O:2][C:3]1[CH:8]=[CH:7][CH:6]=[CH:5][C:4]=1[C:9]1[NH:18][C:17](=[O:19])[C:16]2[C:11](=[CH:12][CH:13]=[CH:14][CH:15]=2)[N:10]=1.[CH3:20][O:21]C1C(OC)=CC=CC=1C=O>>[CH3:1][O:2][C:3]1[C:8]([O:21][CH3:20])=[CH:7][CH:6]=[CH:5][C:4]=1[C:9]1[NH:18][C:17](=[O:19])[C:16]2[C:11](=[CH:12][CH:13]=[CH:14][CH:15]=2)[N:10]=1. Procedure details: According to the preparation of 42, 2,3-dimethoxybenzaldehyde (36) (1.2 g, 7.3 mmol) was used to afford 45 (1.8 g, 86.0%) as pale yellow needles. Starting materials: CC(C)=O, ClCc1ccccc1, [K+], [OH-], c1ccc2[nH]ccc2c1. Yields the product c1ccc(Cn2ccc3ccccc32)cc1. Reaction SMILES: [CH3:20][C:21](=[O:22])[CH3:23].[Cl:10][CH2:11][c:12]1[cH:13][cH:14][cH:15][cH:16][cH:17]1.[K+:19].[OH-:18].[nH:1]1[cH:2][cH:3][c:4]2[cH:5][cH:6][cH:7][cH:8][c:9]12>>[n:1]1([CH2:11][c:12]2[cH:13][cH:14][cH:15][cH:16][cH:17]2)[cH:2][cH:3][c:4]2[cH:5][cH:6][cH:7][cH:8][c:9]12.